This data is from the Open Reaction Database (ORD), a public repository of structured organic reaction records. The task is: describe an organic reaction: reactants, conditions, products, and yield Starting materials: Br\C=C/CCCC (cis-1-bromo-1-hexene), N1CCOCC1 (morpholine), C1(=C(C=CC=C1)P(C1=C(C=CC=C1)C)C1=C(C=CC=C1)C)C (tri-o-tolylphosphine), C=C (ethylene). The reagents and catalysts are C(C)(=O)[O-].[Pd+2].C(C)(=O)[O-] (palladium acetate). Solvent: C(C)#N (acetonitrile). Product: C=C\C=C/CCCC (cis-1,3-octadiene), CC(C=CCCCC)N1CCOCC1 (N-oct-3-en-2-ylmorpholine), CC=CC(CCCC)N1CCOCC1 (N-oct-2-en-4-ylmorpholine). Isolated yield 8.0%. As a reaction SMILES: Br/[CH:2]=[CH:3]\[CH2:4][CH2:5][CH2:6][CH3:7].[NH:8]1[CH2:13][CH2:12][O:11][CH2:10][CH2:9]1.[C:14]1(C)[CH:19]=[CH:18][CH:17]=[CH:16][C:15]=1P([C:28]1[CH:33]=[CH:32][CH:31]=[CH:30][C:29]=1[CH3:34])C1C=CC=CC=1C.[CH2:36]=[CH2:37]>C([O-])(=O)C.[Pd+2].C([O-])(=O)C.C(#N)C>[CH2:2]=[CH:3]/[CH:4]=[CH:5]\[CH2:6][CH2:7][CH2:9][CH3:10].[CH3:36][CH:37]([N:8]1[CH2:13][CH2:12][O:11][CH2:10][CH2:9]1)[CH:19]=[CH:14][CH2:15][CH2:16][CH2:17][CH3:18].[CH3:2][CH:28]=[CH:33][CH:32]([N:8]1[CH2:13][CH2:12][O:11][CH2:10][CH2:9]1)[CH2:31][CH2:30][CH2:29][CH3:34] |f:4.5.6|. Procedure: A mixture of 10 mmoles cis-1-bromo-1-hexene, 30 mmoles morpholine, 4 ml of acetonitrile, 0.10 mmole palladium acetate and 0.20 mmole of tri-o-tolylphosphine was heated in a pressure vessel under 200 psig of ethylene at 100° C. for 2 hrs. After cooling, the pressure was released and the reaction products were isolated as in Example 1. There was obtained about 5% cis-1,3-octadiene, 84% N-oct-3-en-2-ylmorpholine and 8% N-oct-2-en-4-ylmorpholine.